From a dataset of the Open Reaction Database (ORD), a public repository of structured organic reaction records. describe an organic reaction: reactants, conditions, products, and yield Starting materials: Cl.CN(CCCN=C=NCC)C (N-(3-dimethylaminopropyl)-N′-ethyl-carbodiimide hydrochloride), C(C)(C)(C)OC(=O)N1CCN(CCC1)C(=O)C=1C=C2C=C(N(C2=CC1)C(C)C)C(=O)O (5-(4-tert-butoxycarbonyl-[1,4]diazepane-1-carbonyl)-1-isopropyl-1H-indole-2-carboxylic acid), C(C)OC(=O)N1CCNCC1 (4-ethoxy carbonyl piperazine), ON1N=NC2=C1C=CC=C2 (N-hydroxybenzotriazole). Run in C(C)#N (acetonitrile). Reaction conditions: time 2 day. Yields the product C(C)(C)(C)OC(=O)N1CCN(CCC1)C(=O)C=1C=C2C=C(N(C2=CC1)C(C)C)C(=O)N1CCN(CC1)C(=O)OCC (4-[2-(4-Ethoxycarbonyl-piperazine-1-carbonyl)-1-isopropyl-1H-indole-5-carbonyl]-[1,4]diazepane-1-carboxylic acid tert-butyl ester). Yield: 102.2%. Reaction SMILES: [C:1]([O:5][C:6]([N:8]1[CH2:14][CH2:13][CH2:12][N:11]([C:15]([C:17]2[CH:18]=[C:19]3[C:23](=[CH:24][CH:25]=2)[N:22]([CH:26]([CH3:28])[CH3:27])[C:21]([C:29]([OH:31])=O)=[CH:20]3)=[O:16])[CH2:10][CH2:9]1)=[O:7])([CH3:4])([CH3:3])[CH3:2].[CH2:32]([O:34][C:35]([N:37]1[CH2:42][CH2:41][NH:40][CH2:39][CH2:38]1)=[O:36])[CH3:33].ON1C2C=CC=CC=2N=N1.Cl.CN(C)CCCN=C=NCC>C(#N)C>[C:1]([O:5][C:6]([N:8]1[CH2:14][CH2:13][CH2:12][N:11]([C:15]([C:17]2[CH:18]=[C:19]3[C:23](=[CH:24][CH:25]=2)[N:22]([CH:26]([CH3:27])[CH3:28])[C:21]([C:29]([N:40]2[CH2:39][CH2:38][N:37]([C:35]([O:34][CH2:32][CH3:33])=[O:36])[CH2:42][CH2:41]2)=[O:31])=[CH:20]3)=[O:16])[CH2:10][CH2:9]1)=[O:7])([CH3:3])([CH3:2])[CH3:4] |f:3.4|. Procedure details: To a mixture of 5-(4-tert-butoxycarbonyl-[1,4]diazepane-1-carbonyl)-1-isopropyl-1H-indole-2-carboxylic acid (144 mg) and 4-ethoxy carbonyl piperazine (1 eq., 53 mg) in acetonitrile (5 ml) was added N-hydroxybenzotriazole (0.2 eq., 9 mg). The mixture was stirred 5 min before the addition of N-(3-dimethylaminopropyl)-N′-ethyl-carbodiimide hydrochloride (1.1 eq., 77 mg). The mixture was stirred two days at room temperature. The mixture was evaporated under reduced pressure and the residue purified ...